This data is from the Open Reaction Database (ORD), a public repository of structured organic reaction records. The task is: describe an organic reaction: reactants, conditions, products, and yield Starting materials: C(C)(C)(C)OC(N(CCS(=O)(=O)C)C=1C=2N(C=CN1)C(=CN2)Br)=O ((3-bromo-imidazo[1,2-a]pyrazin-8-yl)-(2-methanesulfonyl-ethyl)-carbamic acid tert-butyl ester), CSC1=NC=CC(=N1)[Sn](CCCC)(CCCC)CCCC (2-methylsulfanyl-4-tributylstannanyl-pyrimidine), N1CCOCC1 (morpholine). The product is CS(=O)(=O)CCNC=1C=2N(C=CN1)C(=CN2)C2=NC(=NC=C2)N2CCOCC2 ((2-Methanesulfonyl-ethyl)-[3-(2-morpholin-4-yl-pyrimidin-4-yl)-imidazo[1,2-a]pyrazin-8-yl]-amine). RXN SMILES: C(OC(=O)[N:7]([C:14]1[C:15]2[N:16]([C:20](Br)=[CH:21][N:22]=2)[CH:17]=[CH:18][N:19]=1)[CH2:8][CH2:9][S:10]([CH3:13])(=[O:12])=[O:11])(C)(C)C.CS[C:27]1[N:32]=[C:31]([Sn](CCCC)(CCCC)CCCC)[CH:30]=[CH:29][N:28]=1.[NH:46]1[CH2:51][CH2:50][O:49][CH2:48][CH2:47]1>>[CH3:13][S:10]([CH2:9][CH2:8][NH:7][C:14]1[C:15]2[N:16]([C:20]([C:31]3[CH:30]=[CH:29][N:28]=[C:27]([N:46]4[CH2:51][CH2:50][O:49][CH2:48][CH2:47]4)[N:32]=3)=[CH:21][N:22]=2)[CH:17]=[CH:18][N:19]=1)(=[O:11])=[O:12]. Reported procedure: (2-Methanesulfonyl-ethyl)-[3-(2-morpholin-4-yl-pyrimidin-4-yl)-imidazo[1,2-a]pyrazin-8-yl]-amine was prepared by a process analogous to that described in Example 12 starting from (3-bromo-imidazo[1,2-a]pyrazin-8-yl)-(2-methanesulfonyl-ethyl)-carbamic acid tert-butyl ester (from Example 5 supra), 2-methylsulfanyl-4-tributylstannanyl-pyrimidine, and morpholine. LC-MS: [M+H]+ 404.2. Reactants: ClC=1C=C(C=O)C=CC1 (m-chlorobenzaldehyde), C(CC(=O)C)(=O)OCCN1CCN(CC1)C(C1=CC=CC=C1)C1=CC=CC=C1 (2-(4-benzhydryl-1-piperazinyl)ethyl acetoacetate), N\C(=C/C(=O)OCC)\C (ethyl 3-aminocrotonate). Solvent: C(C)(C)O (isopropyl alcohol). Product: ClC=1C=C(C=CC1)C1C(=C(NC(=C1C(=O)OCC)C)C)C(=O)OCCN1CCN(CC1)C(C1=CC=CC=C1)C1=CC=CC=C1 (2-(4-benzhydryl-1-piperazinyl)ethyl ethyl 4-(3-chlorophenyl)-2,6-dimethyl-1,4-dihydropyridine-3,5-dicarboxylate). The yield is 43.3%. RXN SMILES: [Cl:1][C:2]1[CH:3]=[C:4]([CH:7]=[CH:8][CH:9]=1)[CH:5]=O.[C:10]([O:16][CH2:17][CH2:18][N:19]1[CH2:24][CH2:23][N:22]([CH:25]([C:32]2[CH:37]=[CH:36][CH:35]=[CH:34][CH:33]=2)[C:26]2[CH:31]=[CH:30][CH:29]=[CH:28][CH:27]=2)[CH2:21][CH2:20]1)(=[O:15])[CH2:11][C:12]([CH3:14])=O.[NH2:38]/[C:39](/[CH3:46])=[CH:40]\[C:41]([O:43][CH2:44][CH3:45])=[O:42]>C(O)(C)C>[Cl:1][C:2]1[CH:3]=[C:4]([CH:5]2[C:40]([C:41]([O:43][CH2:44][CH3:45])=[O:42])=[C:39]([CH3:46])[NH:38][C:12]([CH3:14])=[C:11]2[C:10]([O:16][CH2:17][CH2:18][N:19]2[CH2:20][CH2:21][N:22]([CH:25]([C:32]3[CH:33]=[CH:34][CH:35]=[CH:36][CH:37]=3)[C:26]3[CH:27]=[CH:28][CH:29]=[CH:30][CH:31]=3)[CH2:23][CH2:24]2)=[O:15])[CH:7]=[CH:8][CH:9]=1. Reported procedure: A mixture of m-chlorobenzaldehyde, 2-(4-benzhydryl-1-piperazinyl)ethyl acetoacetate and ethyl 3-aminocrotonate was worked up in isopropyl alcohol in the same manner as Example 1 to give 2-(4-benzhydryl-1-piperazinyl)ethyl ethyl 4-(3-chlorophenyl)-2,6-dimethyl-1,4-dihydropyridine-3,5-dicarboxylate as a light yellow powder, m.p. 72°-75° C. (sintering). Yield 43.3%.